This data is from the Open Reaction Database (ORD), a public repository of structured organic reaction records. The task is: describe an organic reaction: reactants, conditions, products, and yield Starting materials: S1C2=C(C(=C1)C#CC1(OC3=C(CC1)C(=C(C(=C3C)C)O)C)C)C=CC=C2 (rac-2-[(benzo[b]thiophen-3-yl)ethynyl]-3,4-dihydro-2,5,7,8-tetramethyl-2H-1-benzopyran-6-ol), C(C)(=O)OC(C)=O (acetic anhydride). The solvent is N1=CC=CC=C1 (pyridine). Product: C(C)(=O)OC=1C(=C(C2=C(CCC(O2)(C)C#CC=2C3=C(SC2)C=CC=C3)C1C)C)C (rac-6-Acetyloxy-2-[(benzo[b]thiophen-3-yl)ethynyl]-3,4-dihydro-2,5,7,8-tetramethyl-2H-1-benzopyran). RXN SMILES: [S:1]1[CH:5]=[C:4]([C:6]#[C:7][C:8]2([CH3:22])[CH2:13][CH2:12][C:11]3[C:14]([CH3:21])=[C:15]([OH:20])[C:16]([CH3:19])=[C:17]([CH3:18])[C:10]=3[O:9]2)[C:3]2[CH:23]=[CH:24][CH:25]=[CH:26][C:2]1=2.[C:27](OC(=O)C)(=[O:29])[CH3:28]>N1C=CC=CC=1>[C:27]([O:20][C:15]1[C:16]([CH3:19])=[C:17]([CH3:18])[C:10]2[O:9][C:8]([C:7]#[C:6][C:4]3[C:3]4[CH:23]=[CH:24][CH:25]=[CH:26][C:2]=4[S:1][CH:5]=3)([CH3:22])[CH2:13][CH2:12][C:11]=2[C:14]=1[CH3:21])(=[O:29])[CH3:28]. Procedure details: A mixture of 0.3 g of rac-2-[(benzo[b]thiophen-3-yl)ethynyl]-3,4-dihydro-2,5,7,8-tetramethyl-2H-1-benzopyran-6-ol, 20 ml of pyridine and 1 ml of acetic anhydride was allowed to sit at room temperature over night and was then evaporated to dryness under reduced pressure. The residue was crystallized from hexane to yield 0.25 g of colorless crystals with m.p. 99°-101°.